Dataset: the Open Reaction Database (ORD), a public repository of structured organic reaction records. Task: describe an organic reaction: reactants, conditions, products, and yield Starting materials: CO, C=CCC12CCCC1(OC)OCC2. Product: CCCC12CCCC1(OC)OCC2. RXN SMILES: [CH3:14][OH:15].[CH3:1][O:2][C:3]12[O:4][CH2:5][CH2:6][C:7]1([CH2:11][CH:12]=[CH2:13])[CH2:8][CH2:9][CH2:10]2>>[CH3:1][O:2][C:3]12[O:4][CH2:5][CH2:6][C:7]1([CH2:11][CH2:12][CH3:13])[CH2:8][CH2:9][CH2:10]2. Reactants: C1(=CCCCCC1)C1=CC=C(C=C1)O (p-(1-cycloheptenyl)-phenol), [Na] (sodium), C(C)OC(C(CCCCCCCCC)Br)=O (α-bromo-undecanoic acid ethyl ester), O (water). Run in C(C)O (ethanol), C(C)O (ethanol). Reaction conditions: time 24 hour. Yields the product C(C)OC(C(CCCCCCCCC)OC1=CC=C(C=C1)C1=CCCCCC1)=O (α-[p-(1-cycloheptenyl)-phenoxy]-undecanoic acid ethyl ester). RXN SMILES: [C:1]1([C:8]2[CH:13]=[CH:12][C:11]([OH:14])=[CH:10][CH:9]=2)[CH2:7][CH2:6][CH2:5][CH2:4][CH2:3][CH:2]=1.[Na].O.[CH2:17]([O:19][C:20](=[O:32])[CH:21](Br)[CH2:22][CH2:23][CH2:24][CH2:25][CH2:26][CH2:27][CH2:28][CH2:29][CH3:30])[CH3:18]>C(O)C>[CH2:17]([O:19][C:20](=[O:32])[CH:21]([O:14][C:11]1[CH:10]=[CH:9][C:8]([C:1]2[CH2:7][CH2:6][CH2:5][CH2:4][CH2:3][CH:2]=2)=[CH:13][CH:12]=1)[CH2:22][CH2:23][CH2:24][CH2:25][CH2:26][CH2:27][CH2:28][CH2:29][CH3:30])[CH3:18] |^1:14|. Reported procedure: 10 g of p-(1-cycloheptenyl)-phenol in a little absolute ethanol are first added to a solution of 1.6 g of sodium in 100 ml of absolute ethanol, which is stirred at room temperature whilst excluding water; 25.2 g of α-bromo-undecanoic acid ethyl ester are then added dropwise, the mixture is left at 50°C for 24 hours, the ethanol is removed in vacuo and the residue is partitioned between ether and ice-cold 1 N sodium hydroxide solution. The organic phase is washed until neutral, dried over sodium ...